This data is from the Open Reaction Database (ORD), a public repository of structured organic reaction records. The task is: describe an organic reaction: reactants, conditions, products, and yield The solvent is C(C)(=O)O (acetic acid), C(C)(=O)O (acetic acid). The reactants are solution, BrBr (bromine), C(C)(=O)C1=CC2=C(C(C=C(O2)C)=O)C=C1 (7-acetyl-2-methyl-4H-1-benzopyran-4-one), C(Cl)Cl.CO (methylene chloride methanol). Reported procedure: 77.5 ml of a 10% solution of bromine in acetic acid are added at 60° C., under an inert atmosphere, to a solution of 8.8 g (40.10-3 mol) of 7-acetyl-2-methyl-4H-1-benzopyran-4-one in 80 ml of acetic acid. The reaction mixture is kept at 60° C. for 2 hours and is then left to stand for 12 hours. It is concentrated under reduced pressure and the residue is then neutralized with a saturated solution of sodium bicarbonate. After extraction with ethyl acetate, the organic phase is washed with water u... As a reaction SMILES: [Br:1]Br.[C:3]([C:6]1[CH:17]=[CH:16][C:9]2[C:10](=[O:15])[CH:11]=[C:12]([CH3:14])[O:13][C:8]=2[CH:7]=1)(=[O:5])[CH3:4].C(Cl)Cl.CO>C(O)(=O)C>[C:3]([C:6]1[CH:17]=[CH:16][C:9]2[C:10](=[O:15])[C:11]([Br:1])=[C:12]([CH3:14])[O:13][C:8]=2[CH:7]=1)(=[O:5])[CH3:4] |f:2.3|. Run at time 2 hour. Yields the product C(C)(=O)C1=CC2=C(C(C(=C(O2)C)Br)=O)C=C1 (7-acetyl-3-bromo-2-methyl-4H-1-benzopyran-4-one). Yield: 19.0%. The reactants are C(CC)OC=1C=C(C(=O)OCCC)C=CC1OCCC (Propyl 3,4-di-n-propoxybenzoate), [OH-].[K+] (KOH), O (H2O). Run in O1CCOCC1 (dioxane). Product: C(CC)OC=1C=C(C(=O)O)C=CC1OCCC (3,4-Di-propoxybenzoic acid). Isolated yield 94.0%. RXN SMILES: [CH2:1]([O:4][C:5]1[CH:6]=[C:7]([CH:14]=[CH:15][C:16]=1[O:17][CH2:18][CH2:19][CH3:20])[C:8]([O:10]CCC)=[O:9])[CH2:2][CH3:3].[OH-].[K+].O>O1CCOCC1>[CH2:1]([O:4][C:5]1[CH:6]=[C:7]([CH:14]=[CH:15][C:16]=1[O:17][CH2:18][CH2:19][CH3:20])[C:8]([OH:10])=[O:9])[CH2:2][CH3:3] |f:1.2|. Reported procedure: A mixture of the product of Step A (0.94 g; 3.35 mmol), KOH (0.56 g; 10 mmol), H2O (2 ml) and dioxane was stirred at reflux overnight. After evaporation of solvents under reduced pressure, the residue was dissolved on H2O (5 ml) and insoluble material was removed by filtration. The filtrate was acidified to pH˜3 with diluted HCl and the product was taken up by extraction with CH2Cl2 (3×15 ml). The combined organic phase was dried over anhydrous MgSO4, filtered and filtrate evaporated to dryness ... Reactants: C(C1=CC=CC=C1)OC(NC1=CC(=C(C=C1)C)F)=O ((3-fluoro-4-methyl-phenyl)-carbamic acid benzyl ester), C(CCC)(=O)OC[C@@H]1CO1 ((S)-glycidyl butyrate). The product is FC=1C=C(C=CC1C)N1C(O[C@@H](C1)CO)=O ((S)-3-(3-Fluoro-4-methyl-phenyl)-5-hydroxymethyl-oxazolidin-2-one). RXN SMILES: C(O[C:9](=O)[NH:10][C:11]1[CH:16]=[CH:15][C:14]([CH3:17])=[C:13]([F:18])[CH:12]=1)C1C=CC=CC=1.[C:20]([O:25][CH2:26][C@H:27]1[O:29]C1)(=[O:24])CCC>>[F:18][C:13]1[CH:12]=[C:11]([N:10]2[CH2:9][C@@H:26]([CH2:27][OH:29])[O:25][C:20]2=[O:24])[CH:16]=[CH:15][C:14]=1[CH3:17]. Procedure: Starting from (3-fluoro-4-methyl-phenyl)-carbamic acid benzyl ester (prepared from 3-fluoro-4-methyl-aniline and CbzCl according to procedure C) and (S)-glycidyl butyrate and following the procedure described for the preparation of intermediate 1.iii)(procedure D), the title compound was obtained as a yellow solid (4.16 g, 65%). The reactants are CN(C)c1ccc(S(=O)[O-])cc1, CCN(C(C)C)C(C)C, O=C1CCC(=O)N1Cl, ClCCl, O=C(O)C(F)(F)F, [Li], CN(C(=O)Oc1ccc(CCN)cc1)c1ccccc1, O=[SH][O-]. The product is CN(C)c1ccc(S(=O)(=O)NCCc2ccc(OC(=O)N(C)c3ccccc3)cc2)cc1. Reaction SMILES: [CH3:1][N:2]([c:3]1[cH:4][cH:5][c:6]([S:9](=[O:10])[O-:11])[cH:7][cH:8]1)[CH3:12].[CH:52]([N:53]([CH2:54][CH3:55])[CH:56]([CH3:57])[CH3:58])([CH3:59])[CH3:60].[Cl:17][N:18]1[C:19](=[O:20])[CH2:21][CH2:22][C:23]1=[O:24].[Cl:61][CH2:62][Cl:63].[F:45][C:46]([F:47])([F:48])[C:49]([OH:50])=[O:51].[Li:13].[NH2:25][CH2:26][CH2:27][c:28]1[cH:29][cH:30][c:31]([O:34][C:35]([N:36]([c:37]2[cH:38][cH:39][cH:40][cH:41][cH:42]2)[CH3:43])=[O:44])[cH:32][cH:33]1.[SH:14](=[O:15])[O-:16]>>[CH3:1][N:2]([c:3]1[cH:4][cH:5][c:6]([S:9](=[O:10])(=[O:11])[NH:25][CH2:26][CH2:27][c:28]2[cH:29][cH:30][c:31]([O:34][C:35]([N:36]([c:37]3[cH:38][cH:39][cH:40][cH:41][cH:42]3)[CH3:43])=[O:44])[cH:32][cH:33]2)[cH:7][cH:8]1)[CH3:12]. The reactants are N(N)C1=CC(N(C(N1CC(C)C)=O)C)=O (6-hydrazino-1-isobutyl-3-methylpyrimidine-2,4(1H,3H)-dione), ClC=1C=C2C(=CNC2=CC1)C=O (5-chloro-1H-indole-3-carbaldehyde), C(C)(=O)C=1C=C(N(C1)C)C=O (4-acetyl-1-methyl-1H-pyrrole-2-carbaldehyde). Yields the product C(C)(=O)C=1C=C(N(C1)C)C=1N(N=C2N(C(N(C(C21)=O)C)=O)CC(C)C)CC2=CNC1=CC=C(C=C21)Cl (3-(4-acetyl-1-methyl-1H-pyrrol-2-yl)-2-[(5-chloro-1H-indol-3-yl)methyl]-7-isobutyl-5-methyl-2H-pyrazolo[3,4-d]pyrimidine-4,6(5H,7H)-dione). Reaction SMILES: [NH:1]([C:3]1[N:8]([CH2:9][CH:10]([CH3:12])[CH3:11])[C:7](=[O:13])[N:6]([CH3:14])[C:5](=[O:15])[CH:4]=1)[NH2:2].[Cl:16][C:17]1[CH:18]=[C:19]2[C:23](=[CH:24][CH:25]=1)[NH:22][CH:21]=[C:20]2[CH:26]=O.[C:28]([C:31]1[CH:32]=[C:33]([CH:37]=O)[N:34]([CH3:36])[CH:35]=1)(=[O:30])[CH3:29]>>[C:28]([C:31]1[CH:32]=[C:33]([C:37]2[N:2]([CH2:26][C:20]3[C:19]4[C:23](=[CH:24][CH:25]=[C:17]([Cl:16])[CH:18]=4)[NH:22][CH:21]=3)[N:1]=[C:3]3[C:4]=2[C:5](=[O:15])[N:6]([CH3:14])[C:7](=[O:13])[N:8]3[CH2:9][CH:10]([CH3:11])[CH3:12])[N:34]([CH3:36])[CH:35]=1)(=[O:30])[CH3:29]. Reported procedure: This compound was made following the procedure described above, starting with 6-hydrazino-1-isobutyl-3-methylpyrimidine-2,4(1H,3H)-dione and condensing first with 5-chloro-1H-indole-3-carbaldehyde, followed by 4-acetyl-1-methyl-1H-pyrrole-2-carbaldehyde. 508.5 (M+H). The reactants are ClC1=NC=C(C=N1)B(O)O ((2-chloropyrimidin-5-yl)boronic acid), N1C[C@H](CCC1)C(=O)O ((3S)-piperidine-3-carboxylic acid). Yields the product B(O)(O)C=1C=NC(=NC1)N1C[C@H](CCC1)C(=O)O ((3S)-1-(5-Boronopyrimidin-2-yl)piperidine-3-carboxylic acid). Reaction SMILES: Cl[C:2]1[N:7]=[CH:6][C:5]([B:8]([OH:10])[OH:9])=[CH:4][N:3]=1.[NH:11]1[CH2:16][CH2:15][CH2:14][C@H:13]([C:17]([OH:19])=[O:18])[CH2:12]1>>[B:8]([C:5]1[CH:4]=[N:3][C:2]([N:11]2[CH2:16][CH2:15][CH2:14][C@H:13]([C:17]([OH:19])=[O:18])[CH2:12]2)=[N:7][CH:6]=1)([OH:10])[OH:9]. Reported procedure: The title compound was synthesised from (2-chloropyrimidin-5-yl)boronic acid and (3S)-piperidine-3-carboxylic acid in accordance with General Method C. The reactants are CC(C)C[Al+]CC(C)C, Cc1ccccc1, CN(C)C=O, CO, [H-], N#Cc1ccccc1, [Na+], [Na+], N#C[Na], O=S(=O)([O-])[O-]. Product: N#CC(N)c1ccccc1. Reaction SMILES: [CH2:10]([Al+:11][CH2:12][CH:13]([CH3:14])[CH3:15])[CH:16]([CH3:17])[CH3:18].[CH3:29][c:30]1[cH:31][cH:32][cH:33][cH:34][cH:35]1.[CH3:36][N:37]([CH3:38])[CH:39]=[O:40].[CH3:41][OH:42].[H-:9].[N:1]#[C:2][c:3]1[cH:4][cH:5][cH:6][cH:7][cH:8]1.[Na+:22].[Na+:23].[Na:19][C:20]#[N:21].[O-:24][S:25](=[O:26])(=[O:27])[O-:28]>>[NH2:1][CH:2]([c:3]1[cH:4][cH:5][cH:6][cH:7][cH:8]1)[C:20]#[N:21]. Reactants: [BH4-], C[O-], CO, CCc1ccc(OC(C)C(=O)OC)c(C=O)c1, [Na+], [Na+]. Yields the product CCc1ccc(OC(C)C(=O)OC)c(CO)c1. Reaction SMILES: [BH4-:18].[CH3:20][O-:21].[CH3:23][OH:24].[CH:1](=[O:2])[c:3]1[c:4]([O:5][CH:6]([C:7](=[O:8])[O:9][CH3:10])[CH3:11])[cH:12][cH:13][c:14]([CH2:16][CH3:17])[cH:15]1.[Na+:19].[Na+:22]>>[CH2:1]([OH:2])[c:3]1[c:4]([O:5][CH:6]([C:7](=[O:8])[O:9][CH3:10])[CH3:11])[cH:12][cH:13][c:14]([CH2:16][CH3:17])[cH:15]1. Starting materials: CC(C)(C)c1cc(-c2ccccc2)[nH]n1, O=C([O-])[O-], CN(C)C=O, OCc1ccc(CCl)cc1, [K+], [K+], O. Yields the product CC(C)(C)c1cc(-c2ccccc2)n(Cc2ccc(CO)cc2)n1. RXN SMILES: [C:1]([CH3:2])([CH3:3])([CH3:4])[c:5]1[n:6][nH:7][c:8](-[c:10]2[cH:11][cH:12][cH:13][cH:14][cH:15]2)[cH:9]1.[C:26](=[O:27])([O-:28])[O-:29].[CH3:32][N:33]([CH3:34])[CH:35]=[O:36].[Cl:16][CH2:17][c:18]1[cH:19][cH:20][c:21]([CH2:22][OH:23])[cH:24][cH:25]1.[K+:30].[K+:31].[OH2:37]>>[C:1]([CH3:2])([CH3:3])([CH3:4])[c:5]1[n:6][n:7]([CH2:17][c:18]2[cH:19][cH:20][c:21]([CH2:22][OH:23])[cH:24][cH:25]2)[c:8](-[c:10]2[cH:11][cH:12][cH:13][cH:14][cH:15]2)[cH:9]1.